Dataset: the Open Reaction Database (ORD), a public repository of structured organic reaction records. Task: describe an organic reaction: reactants, conditions, products, and yield Yields the product C(CCCCCCCCC)C1NC2=CC(=CC=C2C1)C(=O)OCC(CO)O ((RS)(RS)-2,3-dihydroxyprop-1-yl 2-(n-decyl)indoline-6-carboxylate). Solvent: CN(C=O)C (dimethylformamide). Reaction SMILES: [H-].[Na+].[CH2:3]([CH:13]1[CH2:21][C:20]2[C:15](=[CH:16][C:17]([C:22]([OH:24])=[O:23])=[CH:18][CH:19]=2)[NH:14]1)[CH2:4][CH2:5][CH2:6][CH2:7][CH2:8][CH2:9][CH2:10][CH2:11][CH3:12].Cl[CH2:26][CH:27]([OH:30])[CH2:28][OH:29]>CN(C)C=O>[CH2:3]([CH:13]1[CH2:21][C:20]2[C:15](=[CH:16][C:17]([C:22]([O:24][CH2:26][CH:27]([OH:30])[CH2:28][OH:29])=[O:23])=[CH:18][CH:19]=2)[NH:14]1)[CH2:4][CH2:5][CH2:6][CH2:7][CH2:8][CH2:9][CH2:10][CH2:11][CH3:12] |f:0.1|. Isolated yield 60.3%. The reactants are ClCC(CO)O (3-chloro-1,2-propanediol), [H-].[Na+] (Sodium hydride), oil, C(CCCCCCCCC)C1NC2=CC(=CC=C2C1)C(=O)O ((RS)-2-(n-decyl)indoline-6-carboxylic acid). Reported procedure: Sodium hydride (0.32 g of a 50% oil dispersion) was added to a stirred solution of (RS)-2-(n-decyl)indoline-6-carboxylic acid (2 g; prepared as described hereinbefore in Example 57) in dry dimethylformamide (50 ml). When the addition was complete, the mixture was warmed on the steam bath for 1 hour with stirring, and 3-chloro-1,2-propanediol (0.8 g) was added. The mixture was warmed on the steam bath for 20 hours with stirring. The solvent was then evaporated to dryness and the residue was disso... Reactants: CO, C=CCc1c(O)ccc2c(C)c(CC(=O)OC)c(=O)oc12. Product: CCCc1c(O)ccc2c(C)c(CC(=O)OC)c(=O)oc12. Reaction SMILES: [CH3:22][OH:23].[OH:1][c:2]1[c:3]([CH2:19][CH:20]=[CH2:21])[c:4]2[c:5]([c:6]([CH3:16])[c:7]([CH2:11][C:12](=[O:13])[O:14][CH3:15])[c:8](=[O:10])[o:9]2)[cH:17][cH:18]1>>[OH:1][c:2]1[c:3]([CH2:19][CH2:20][CH3:21])[c:4]2[c:5]([c:6]([CH3:16])[c:7]([CH2:11][C:12](=[O:13])[O:14][CH3:15])[c:8](=[O:10])[o:9]2)[cH:17][cH:18]1. The reactants are COc1cc(B2OC(C)(C)C(C)(C)O2)ccc1O, CCC(Nc1cncc(Cl)n1)c1ccccc1. Yields the product CCC(Nc1cncc(-c2ccc(O)c(OC)c2)n1)c1ccccc1. Reaction SMILES: [CH3:18][O:19][c:20]1[c:21]([OH:35])[cH:22][cH:23][c:24]([B:26]2[O:27][C:28]([CH3:29])([CH3:30])[C:31]([CH3:32])([CH3:33])[O:34]2)[cH:25]1.[Cl:1][c:2]1[cH:3][n:4][cH:5][c:6]([NH:8][CH:9]([CH2:10][CH3:11])[c:12]2[cH:13][cH:14][cH:15][cH:16][cH:17]2)[n:7]1>>[c:2]1(-[c:24]2[cH:23][cH:22][c:21]([OH:35])[c:20]([O:19][CH3:18])[cH:25]2)[cH:3][n:4][cH:5][c:6]([NH:8][CH:9]([CH2:10][CH3:11])[c:12]2[cH:13][cH:14][cH:15][cH:16][cH:17]2)[n:7]1. Starting materials: C(C)OC(COC1=C(C=C(C=C1)Br)C(N)=O)=O ((4-bromo-2-carbamoylphenoxy)acetic acid ethyl ester), BrCC(=O)C1=CC=CC=C1 (2-bromoacetophenone). Yields the product BrC1=CC(=C(OCC(=O)O)C=C1)C=1OC=C(N1)C1=CC=CC=C1 ([4-Bromo-2-(4-phenyl-oxazol-2-yl)-phenoxy]acetic acid). RXN SMILES: C([O:3][C:4](=[O:17])[CH2:5][O:6][C:7]1[CH:12]=[CH:11][C:10]([Br:13])=[CH:9][C:8]=1[C:14](=[O:16])[NH2:15])C.Br[CH2:19][C:20]([C:22]1[CH:27]=[CH:26][CH:25]=[CH:24][CH:23]=1)=O>>[Br:13][C:10]1[CH:11]=[CH:12][C:7]([O:6][CH2:5][C:4]([OH:3])=[O:17])=[C:8]([C:14]2[O:16][CH:19]=[C:20]([C:22]3[CH:27]=[CH:26][CH:25]=[CH:24][CH:23]=3)[N:15]=2)[CH:9]=1. Reported procedure: Title compound was prepared from (4-bromo-2-carbamoylphenoxy)acetic acid ethyl ester and 2-bromoacetophenone according to GP7: LC/MS (an 10p8) Rt 2.32 min, m/z 374/376 [M+H]+. The reactants are [OH-].[Na+] (sodium hydroxide), CSC=1C=C2CCN(C2=CC1C(F)(F)F)C(NC1=CC(=CC=C1)C(=O)OCC)=O (5-methylthio-6-trifluoromethyl-1-(3-ethoxy carbonyl phenyl carbamoyl) indoline), Cl (hydrochloric acid). The solvent is C(C)O (ethanol). Product: CSC=1C=C2CCN(C2=CC1C(F)(F)F)C(NC1=CC(=CC=C1)C(=O)O)=O (5-Methylthio-6-trifluoromethyl-1-(3-carboxy Phenyl Carbamoyl)indoline). The yield is 82.6%. As a reaction SMILES: [CH3:1][S:2][C:3]1[CH:4]=[C:5]2[C:9](=[CH:10][C:11]=1[C:12]([F:15])([F:14])[F:13])[N:8]([C:16](=[O:29])[NH:17][C:18]1[CH:23]=[CH:22][CH:21]=[C:20]([C:24]([O:26]CC)=[O:25])[CH:19]=1)[CH2:7][CH2:6]2.[OH-].[Na+].Cl>C(O)C>[CH3:1][S:2][C:3]1[CH:4]=[C:5]2[C:9](=[CH:10][C:11]=1[C:12]([F:13])([F:14])[F:15])[N:8]([C:16](=[O:29])[NH:17][C:18]1[CH:23]=[CH:22][CH:21]=[C:20]([C:24]([OH:26])=[O:25])[CH:19]=1)[CH2:7][CH2:6]2 |f:1.2|. Reported procedure: To a suspension of 5-methylthio-6-trifluoromethyl-1-(3-ethoxy carbonyl phenyl carbamoyl) indoline (3 g, 7.1 mmol) in ethanol (30 ml) was added aqueous sodium hydroxide solution (5M) (7.1 ml, 35.5 mmol) and heated gently for 2 hours. It was then allowed to cool and acidified with aqueous hydrochloric acid (5M) forming a white precipitate which was filtered and dried to yield the product as a white solid (2.324 g, 83%), m.p.>200° C.